This data is from the Open Reaction Database (ORD), a public repository of structured organic reaction records. The task is: describe an organic reaction: reactants, conditions, products, and yield Starting materials: NC=1C(=NC(=NC1C)OCC(=O)N(C)C1CCN(CC1)CC1=CC=CC=C1)C (2-(5-amino-4,6-dimethylpyrimidine-2-yloxy)-N-(1-benzylpiperidine-4-yl)-N-methylacetamide), Br (hydrobromic acid). Solvent: CO (methanol). The product is Br.NC=1C(=NC(=NC1C)OCC(=O)N(C)C1CCN(CC1)CC1=CC=CC=C1)C (2-(5-amino-4,6-dimethylpyrimidine-2-yloxy)-N-(1-benzylpiperidine-4-yl)-N-methylacetamide hydrobromide). The yield is 78.8%. Reaction SMILES: [NH2:1][C:2]1[C:3]([CH3:28])=[N:4][C:5]([O:9][CH2:10][C:11]([N:13]([CH:15]2[CH2:20][CH2:19][N:18]([CH2:21][C:22]3[CH:27]=[CH:26][CH:25]=[CH:24][CH:23]=3)[CH2:17][CH2:16]2)[CH3:14])=[O:12])=[N:6][C:7]=1[CH3:8].[BrH:29]>CO>[BrH:29].[NH2:1][C:2]1[C:7]([CH3:8])=[N:6][C:5]([O:9][CH2:10][C:11]([N:13]([CH:15]2[CH2:20][CH2:19][N:18]([CH2:21][C:22]3[CH:23]=[CH:24][CH:25]=[CH:26][CH:27]=3)[CH2:17][CH2:16]2)[CH3:14])=[O:12])=[N:4][C:3]=1[CH3:28] |f:3.4|. Procedure details: Compound 65 (198 mg) was suspended in methanol (1 mL) and hydrobromic acid (89 mg: 47% aqueous solution) was added to the suspension at room temperature (20 to 30° C.). After the compound was dissolved, the mixture was concentrated under reduced pressure. Ethanol (3 mL) was added to the resulting residue and the mixture was stirred under reflux. Water (0.6 mL) was then added portionwise. Once the residue was dissolved, the mixture was stirred overnight as it was allowed to cool. Subsequently, th... Reactants: C1(=CC=CC=C1)S(=O)(=O)N1C=C(C2=CC=CC=C12)B(O)O (1-(Phenylsulfonyl)-1H-indol-3-ylboronic acid), FC(S(=O)(=O)OC1=C(C=CC=C1)C(C)(C)C)(F)F (2-tert-butylphenyl trifluoromethanesulfonate), C([O-])([O-])=O.[Na+].[Na+] (sodium carbonate), O1CCOCC1 (dioxane). The reagents and catalysts are C=1C=CC(=CC1)[P](C=2C=CC=CC2)(C=3C=CC=CC3)[Pd]([P](C=4C=CC=CC4)(C=5C=CC=CC5)C=6C=CC=CC6)([P](C=7C=CC=CC7)(C=8C=CC=CC8)C=9C=CC=CC9)[P](C=1C=CC=CC1)(C=1C=CC=CC1)C=1C=CC=CC1 (tetrakis(triphenylphosphine)palladium). The solvent is O (water), C(C)(=O)OCC (ethyl acetate). Run at temperature 150 celsius. Yields the product C(C)(C)(C)C1=C(C=CC=C1)C1=CN(C2=CC=CC=C12)S(=O)(=O)C1=CC=CC=C1 (3-(2-tert-butylphenyl)-1-(phenylsulfonyl)-1H-indole). The yield is 90.1%. As a reaction SMILES: [C:1]1([S:7]([N:10]2[C:18]3[C:13](=[CH:14][CH:15]=[CH:16][CH:17]=3)[C:12](B(O)O)=[CH:11]2)(=[O:9])=[O:8])[CH:6]=[CH:5][CH:4]=[CH:3][CH:2]=1.FC(F)(F)S(O[C:28]1[CH:33]=[CH:32][CH:31]=[CH:30][C:29]=1[C:34]([CH3:37])([CH3:36])[CH3:35])(=O)=O.C(=O)([O-])[O-].[Na+].[Na+].O1CCOCC1>O.C(OCC)(=O)C.C1C=CC([P]([Pd]([P](C2C=CC=CC=2)(C2C=CC=CC=2)C2C=CC=CC=2)([P](C2C=CC=CC=2)(C2C=CC=CC=2)C2C=CC=CC=2)[P](C2C=CC=CC=2)(C2C=CC=CC=2)C2C=CC=CC=2)(C2C=CC=CC=2)C2C=CC=CC=2)=CC=1>[C:34]([C:29]1[CH:30]=[CH:31][CH:32]=[CH:33][C:28]=1[C:12]1[C:13]2[C:18](=[CH:17][CH:16]=[CH:15][CH:14]=2)[N:10]([S:7]([C:1]2[CH:6]=[CH:5][CH:4]=[CH:3][CH:2]=2)(=[O:9])=[O:8])[CH:11]=1)([CH3:37])([CH3:36])[CH3:35] |f:2.3.4,^1:62,64,83,102|. Procedure: 1-(Phenylsulfonyl)-1H-indol-3-ylboronic acid (150.9 mg, 0.501 mmol), 2-tert-butylphenyl trifluoromethanesulfonate (255 mg, 0.902 mmol) and tetrakis(triphenylphosphine)palladium (0) (58 mg, 0.050 mmol) are combined in a septa capped microwave vial and placed under an argon atmosphere. Degassed solutions of 2 M sodium carbonate (0.75 mL, 1.50 mmol) and of dioxane (2.5 mL) were introduced and the vial heated to 150° C. for 15 minutes in a microwave reactor. The cooled reaction mixture was diluted w... Reactants: C(C)(C)(C)OC(=O)N/C=1/C\C(=C/C2=C(\N1)C=C(C=C2)C2=CC=C(C=C2)C(=O)N2CCCC2)\C(=O)O ((1E,4E)-2-(tert-butoxycarbonylamino)-8-(4-(pyrrolidine-1-carbonyl)phenyl)-3H-benzo[b]azepine-4-carboxylic acid), [Si](C)(C)(C(C)(C)C)OCCNCCC (N-(2-(tert-butyldimethylsilyloxy)ethyl)propan-1-amine), C(CC)NCCO (2-(propylamino)ethanol). The product is N/C=1/C\C(=C/C2=C(\N1)C=C(C=C2)C2=CC=C(C=C2)C(=O)N2CCCC2)\C(=O)N(CCC)CCO ((1E,4E)-2-amino-N-(2-hydroxyethyl)-N-propyl-8-(4-(pyrrolidine-1-carbonyl)phenyl)-3H-benzo[b]azepine-4-carboxamide). As a reaction SMILES: C(OC([NH:8][C:9]1[CH2:10][C:11]([C:33](O)=[O:34])=[CH:12][C:13]2[CH:19]=[CH:18][C:17]([C:20]3[CH:25]=[CH:24][C:23]([C:26]([N:28]4[CH2:32][CH2:31][CH2:30][CH2:29]4)=[O:27])=[CH:22][CH:21]=3)=[CH:16][C:14]=2[N:15]=1)=O)(C)(C)C.[Si]([O:43][CH2:44][CH2:45][NH:46][CH2:47][CH2:48][CH3:49])(C(C)(C)C)(C)C.C(NCCO)CC>>[NH2:8][C:9]1[CH2:10][C:11]([C:33]([N:46]([CH2:45][CH2:44][OH:43])[CH2:47][CH2:48][CH3:49])=[O:34])=[CH:12][C:13]2[CH:19]=[CH:18][C:17]([C:20]3[CH:21]=[CH:22][C:23]([C:26]([N:28]4[CH2:32][CH2:31][CH2:30][CH2:29]4)=[O:27])=[CH:24][CH:25]=3)=[CH:16][C:14]=2[N:15]=1. Reported procedure: The title compound was prepared by the procedures as described in Example 104 using (1E,4E)-2-(tert-butoxycarbonylamino)-8-(4-(pyrrolidine-1-carbonyl)phenyl)-3H-benzo[b]azepine-4-carboxylic acid and N-(2-(tert-butyldimethylsilyloxy)ethyl)propan-1-amine that was prepared by the procedure as described in Example 104 (Step A) using 2-(propylamino)ethanol. MS APCI (+) m/z 461 (M+1) detected; 1H-NMR (400 MHz, CDCl3) δ 7.68 (d, 2H), 7.60 (d, 2H), 7.49 (s, 1H), 7.29-7.35 (m, 2H), 6.88 (s, 1H), 3.84 (s,... Procedure: 1 g (3 mmol) of [2-(4-methoxyphenyl)-6-methoxybenzo[b]thien-3-yl][3-methylphenyl]methanone was dissolved in 29 mL of CH2Cl2 and cooled to -70° C. To the stirring solution was added 20 mL of 1M BBr3 in CH2Cl2 in small portions over a ten minute period. The reaction was allowed to proceed under a nitrogen atmosphere, slowly warming to ambient temperature. After sixteen hours, the reaction was quenched by adding 1N NaOH and extracted with 200 mL of EtOAc. The EtOAc layer was separated and washed wi... RXN SMILES: C[O:2][C:3]1[CH:8]=[CH:7][C:6]([C:9]2[S:13][C:12]3[CH:14]=[C:15]([O:18]C)[CH:16]=[CH:17][C:11]=3[C:10]=2[C:20]([C:22]2[CH:27]=[CH:26][CH:25]=[C:24]([CH3:28])[CH:23]=2)=[O:21])=[CH:5][CH:4]=1.B(Br)(Br)Br>C(Cl)Cl>[OH:2][C:3]1[CH:8]=[CH:7][C:6]([C:9]2[S:13][C:12]3[CH:14]=[C:15]([OH:18])[CH:16]=[CH:17][C:11]=3[C:10]=2[C:20]([C:22]2[CH:27]=[CH:26][CH:25]=[C:24]([CH3:28])[CH:23]=2)=[O:21])=[CH:5][CH:4]=1. Starting materials: COC1=CC=C(C=C1)C1=C(C2=C(S1)C=C(C=C2)OC)C(=O)C2=CC(=CC=C2)C ([2-(4-methoxyphenyl)-6-methoxybenzo[b]thien-3-yl][3-methylphenyl]methanone), B(Br)(Br)Br (BBr3). Product: OC1=CC=C(C=C1)C1=C(C2=C(S1)C=C(C=C2)O)C(=O)C2=CC(=CC=C2)C ([2-(4-Hydroxyphenyl)-6-hydroxybenzo[b]thien-3-yl][3-methylphenyl]methanone). Reaction conditions: temperature -70 celsius. Solvent: C(Cl)Cl (CH2Cl2), C(Cl)Cl (CH2Cl2). Reactants: O=CC1CN(C(CC2CCC2)C(=O)O)CC1c1cccc(F)c1, Cl, Fc1ccc(CCCC2CCNCC2)c(F)c1, O=C(O)C(CC1CCC1)N1CC(CN2CCC(CCCc3ccccc3)CC2)C(c2cccc(F)c2)C1. The product is O=C(O)C(CC1CCC1)N1CC(CN2CCC(CCCc3ccc(F)cc3F)CC2)C(c2cccc(F)c2)C1. As a reaction SMILES: [CH:1](=[O:2])[CH:3]1[CH2:4][N:5]([CH:15]([C:16](=[O:17])[OH:18])[CH2:19][CH:20]2[CH2:21][CH2:22][CH2:23]2)[CH2:6][CH:7]1[c:8]1[cH:9][c:10]([F:14])[cH:11][cH:12][cH:13]1.[ClH:78].[F:61][c:62]1[c:63]([CH2:69][CH2:70][CH2:71][CH:72]2[CH2:73][CH2:74][NH:75][CH2:76][CH2:77]2)[cH:64][cH:65][c:66]([F:68])[cH:67]1.[c:24]1([CH2:25][CH2:26][CH2:27][CH:28]2[CH2:29][CH2:30][N:31]([CH2:32][CH:33]3[CH:34]([c:35]4[cH:36][cH:37][cH:38][c:39]([F:40])[cH:41]4)[CH2:42][N:43]([CH:44]([CH2:45][CH:46]4[CH2:47][CH2:48][CH2:49]4)[C:50]([OH:51])=[O:52])[CH2:53]3)[CH2:54][CH2:55]2)[cH:56][cH:57][cH:58][cH:59][cH:60]1>>[CH2:1]([CH:3]1[CH2:4][N:5]([CH:15]([C:16](=[O:17])[OH:18])[CH2:19][CH:20]2[CH2:21][CH2:22][CH2:23]2)[CH2:6][CH:7]1[c:8]1[cH:9][c:10]([F:14])[cH:11][cH:12][cH:13]1)[N:75]1[CH2:74][CH2:73][CH:72]([CH2:71][CH2:70][CH2:69][c:63]2[c:62]([F:61])[cH:67][c:66]([F:68])[cH:65][cH:64]2)[CH2:77][CH2:76]1.